From a dataset of the Open Reaction Database (ORD), a public repository of structured organic reaction records. describe an organic reaction: reactants, conditions, products, and yield Starting materials: O (water), COC(CNC1=CC(=C(C(=C1)C)C=O)C)=O ((4-formyl-3,5-dimethylphenylamino)-acetic acid methyl ester), NC=1C=C(C(=O)NC2=CC(=C(C=C2)C)C)C=CC1N (3,4-diamino-N-(3,4-dimethylphenyl)-benzamide), C(F)(F)(F)S(=O)(=O)[O-].C(F)(F)(F)S(=O)(=O)[O-].C(F)(F)(F)S(=O)(=O)[O-].[Yb+3] (Yb(OTf)3). The reagents and catalysts are C(F)(F)(F)S(=O)(=O)[O-].C(F)(F)(F)S(=O)(=O)[O-].[Cu+2] (Cu(OTf)2). Solvent: CCOC(=O)C (EtOAc), CS(=O)C (DMSO). Reaction conditions: time 18 hour. Yields the product COC(CNC1=CC(=C(C(=C1)C)C1=NC2=C(N1)C=CC(=C2)C(NC2=CC(=C(C=C2)C)C)=O)C)=O ({4-[5-(3,4-dimethylphenylcarbamoyl)-1H-benzoimidazol-2-yl]-3,5-dimethylphenylamino}-acetic acid methyl ester). As a reaction SMILES: [CH3:1][O:2][C:3](=[O:16])[CH2:4][NH:5][C:6]1[CH:11]=[C:10]([CH3:12])[C:9]([CH:13]=O)=[C:8]([CH3:15])[CH:7]=1.[NH2:17][C:18]1[CH:19]=[C:20]([CH:32]=[CH:33][C:34]=1[NH2:35])[C:21]([NH:23][C:24]1[CH:29]=[CH:28][C:27]([CH3:30])=[C:26]([CH3:31])[CH:25]=1)=[O:22].C(S([O-])(=O)=O)(F)(F)F.C(S([O-])(=O)=O)(F)(F)F.C(S([O-])(=O)=O)(F)(F)F.[Yb+3].O>CS(C)=O.C(S([O-])(=O)=O)(F)(F)F.C(S([O-])(=O)=O)(F)(F)F.[Cu+2].CCOC(C)=O>[CH3:1][O:2][C:3](=[O:16])[CH2:4][NH:5][C:6]1[CH:11]=[C:10]([CH3:12])[C:9]([C:13]2[NH:35][C:34]3[CH:33]=[CH:32][C:20]([C:21](=[O:22])[NH:23][C:24]4[CH:29]=[CH:28][C:27]([CH3:30])=[C:26]([CH3:31])[CH:25]=4)=[CH:19][C:18]=3[N:17]=2)=[C:8]([CH3:15])[CH:7]=1 |f:2.3.4.5,8.9.10|. Reported procedure: To a solution of (4-formyl-3,5-dimethylphenylamino)-acetic acid methyl ester (800 mg) and 3,4-diamino-N-(3,4-dimethylphenyl)-benzamide (694 mg) in DMSO (15 mL) was added Yb(OTf)3 (390 mg) and Cu(OTf)2 (228 mg). The solution was stirred at room temperature for 18 h then the reaction mixture was partioned between water and EtOAc The aqueous layer was extracted with EtOAc. The combined organic layers were dried, filtered and concentrated. The residue was purified by flash chromatography (amino-colu...